From a dataset of the Open Reaction Database (ORD), a public repository of structured organic reaction records. describe an organic reaction: reactants, conditions, products, and yield The reactants are N([C@@H](CC1=CC=C(C=C1)O)C(=O)N[C@H](C)C(=O)NCC(=O)OCC1=CC=CC=C1)C(=O)OC(C)(C)C (Boc-Tyr-(D)Ala-Gly-OBzl). The solvent is CO.O (methanol H2O), [Pd] (Pd-C). Product: N([C@@H](CC1=CC=C(C=C1)O)C(=O)N[C@H](C)C(=O)NCC(=O)O)C(=O)OC(C)(C)C (Boc-Tyr-(D)Ala-Gly-OH). Reaction SMILES: [NH:1]([C:30]([O:32][C:33]([CH3:36])([CH3:35])[CH3:34])=[O:31])[C@H:2]([C:11]([NH:13][C@@H:14]([C:16]([NH:18][CH2:19][C:20]([O:22]CC1C=CC=CC=1)=[O:21])=[O:17])[CH3:15])=[O:12])[CH2:3][C:4]1[CH:9]=[CH:8][C:7]([OH:10])=[CH:6][CH:5]=1>CO.O.[Pd]>[NH:1]([C:30]([O:32][C:33]([CH3:34])([CH3:36])[CH3:35])=[O:31])[C@H:2]([C:11]([NH:13][C@@H:14]([C:16]([NH:18][CH2:19][C:20]([OH:22])=[O:21])=[O:17])[CH3:15])=[O:12])[CH2:3][C:4]1[CH:5]=[CH:6][C:7]([OH:10])=[CH:8][CH:9]=1 |f:1.2|. Procedure details: 12 g of Boc-Tyr-(D)Ala-Gly-OBzl are dissolved in a mixture of methanol/H2O (9:1) and hydrogenated in the presence of Pd-C at normal pressure and room temperature. The mixture is fitered off from the catalyst, reduced in volume and crystallised from methanol/CH2CL2 /ether. Decomp. 110°. The reactants are COc1cc(-c2nc3ccc(N4CC(C)N(C(=O)OC(C)(C)C)CC(C)(C)C4)cc3c(=O)n2CC(=O)O)ccc1F, CCCP(=O)(O)O, CC(C)N, CCN(C(C)C)C(C)C, ClCCl, [Na+], O=C([O-])O. The product is COc1cc(-c2nc3ccc(N4CC(C)N(C(=O)OC(C)(C)C)CC(C)(C)C4)cc3c(=O)n2CC(=O)NC(C)C)ccc1F. RXN SMILES: [C:1]([CH3:2])([CH3:3])([CH3:4])[O:5][C:6](=[O:7])[N:8]1[CH:9]([CH3:41])[CH2:10][N:11]([c:17]2[cH:18][c:19]3[c:20](=[O:40])[n:21]([CH2:36][C:37](=[O:38])[OH:39])[c:22](-[c:27]4[cH:28][c:29]([O:34][CH3:35])[c:30]([F:33])[cH:31][cH:32]4)[n:23][c:24]3[cH:25][cH:26]2)[CH2:12][C:13]([CH3:15])([CH3:16])[CH2:14]1.[CH2:46]([P:47]([OH:48])(=[O:49])[OH:50])[CH2:51][CH3:52].[CH3:42][CH:43]([CH3:44])[NH2:45].[CH:53]([N:54]([CH2:55][CH3:56])[CH:57]([CH3:58])[CH3:59])([CH3:60])[CH3:61].[Cl:67][CH2:68][Cl:69].[Na+:66].[O-:62][C:63]([OH:64])=[O:65]>>[C:1]([CH3:2])([CH3:3])([CH3:4])[O:5][C:6](=[O:7])[N:8]1[CH:9]([CH3:41])[CH2:10][N:11]([c:17]2[cH:18][c:19]3[c:20](=[O:40])[n:21]([CH2:36][C:37](=[O:38])[NH:45][CH:43]([CH3:42])[CH3:44])[c:22](-[c:27]4[cH:28][c:29]([O:34][CH3:35])[c:30]([F:33])[cH:31][cH:32]4)[n:23][c:24]3[cH:25][cH:26]2)[CH2:12][C:13]([CH3:15])([CH3:16])[CH2:14]1. The reactants are CN(CCCN=C=NCC)C (1-(3-dimethylaminopropyl)-3-ethylcarbodiimide), C(C)(C)NC(C)C (diisopropylamine), Cl.C1(=CC=CC=C1)C1(CC(C(C2CNCC12)(O)C1=C(C=CC=C1)OC)O)C1=CC=CC=C1 ((3aRS,4RS,5RS,7aRS)-7,7-diphenyl-4-(2-methoxyphenyl)perhydroisoindole-4,5-diol hydrochloride), N1C=C(C2=CC=CC=C12)CC(=O)O (3-indolylacetic acid), Cl (HCl), [Cl-].[Na+] (sodium chloride). Reagents/catalysts: O.ON1N=NC2=C1C=CC=C2 (1-hydroxybenzotriazole hydrate). Run in ClCCl (dichloromethane). Conditions: temperature 0 celsius, time 15 hour. Yields the product C1(=CC=CC=C1)C1(CC(C(C2CNC(C12)C(CC1=CNC2=CC=CC=C12)=O)(O)C1=C(C=CC=C1)OC)O)C1=CC=CC=C1 ((3aRS,4RS,5RS,7aRS)-7,7-diphenyl-4-(2-methoxyphenyl)-2-(3-indolyl)acetylperhydroisoindole-4,5-diol). Yield: 74.5%. RXN SMILES: CN(C)CCCN=C=NCC.C(NC(C)C)(C)C.Cl.[C:20]1([C:26]2([C:45]3[CH:50]=[CH:49][CH:48]=[CH:47][CH:46]=3)[CH:34]3[CH:30]([CH2:31][NH:32][CH2:33]3)[C:29]([C:36]3[CH:41]=[CH:40][CH:39]=[CH:38][C:37]=3[O:42][CH3:43])([OH:35])[CH:28]([OH:44])[CH2:27]2)[CH:25]=[CH:24][CH:23]=[CH:22][CH:21]=1.[NH:51]1[C:59]2[C:54](=[CH:55][CH:56]=[CH:57][CH:58]=2)[C:53]([CH2:60][C:61](O)=[O:62])=[CH:52]1.Cl.[Cl-].[Na+]>ClCCl.O.ON1C2C=CC=CC=2N=N1>[C:45]1([C:26]2([C:20]3[CH:21]=[CH:22][CH:23]=[CH:24][CH:25]=3)[CH:34]3[CH:30]([CH2:31][NH:32][CH:33]3[C:61](=[O:62])[CH2:60][C:53]3[C:54]4[C:59](=[CH:58][CH:57]=[CH:56][CH:55]=4)[NH:51][CH:52]=3)[C:29]([C:36]3[CH:41]=[CH:40][CH:39]=[CH:38][C:37]=3[O:42][CH3:43])([OH:35])[CH:28]([OH:44])[CH2:27]2)[CH:50]=[CH:49][CH:48]=[CH:47][CH:46]=1 |f:2.3,6.7,9.10|. Procedure: 0.46 g of 1-(3-dimethylaminopropyl)-3-ethylcarbodiimide and 0.34 cm3 of diisopropylamine are added to a solution of 0.9 g of (3aRS,4RS,5RS,7aRS)-7,7-diphenyl-4-(2-methoxyphenyl)perhydroisoindole-4,5-diol hydrochloride, 0.4 g of 3-indolylacetic acid and 20 mg of 1-hydroxybenzotriazole hydrate in 90 cm3 of dichloromethane, cooled to 0° C. The mixture is stirred at room temperature for 15 hours, acidified with 0.1N HCl and then taken up in an aqueous saturated solution of sodium chloride. The organ...